This data is from the Open Reaction Database (ORD), a public repository of structured organic reaction records. The task is: describe an organic reaction: reactants, conditions, products, and yield Starting materials: NC1=NC(=C(C(=N1)C)CCCNC(OC(C)(C)C)=O)NCCCCC (tert-Butyl 3-(2-amino-4-methyl-6-(pentylamino)pyrimidin-5-yl)propylcarbamate), C(=O)(C(F)(F)F)O (TFA). Run in C(Cl)Cl (DCM). Yields the product NCCCC=1C(=NC(=NC1C)N)NCCCCC (5-(3-Aminopropyl)-6-methyl-N4-pentylpyrimidine-2,4-diamine). Isolated yield 84.6%. As a reaction SMILES: [NH2:1][C:2]1[N:7]=[C:6]([CH3:8])[C:5]([CH2:9][CH2:10][CH2:11][NH:12]C(=O)OC(C)(C)C)=[C:4]([NH:20][CH2:21][CH2:22][CH2:23][CH2:24][CH3:25])[N:3]=1.C(O)(C(F)(F)F)=O>C(Cl)Cl>[NH2:12][CH2:11][CH2:10][CH2:9][C:5]1[C:4]([NH:20][CH2:21][CH2:22][CH2:23][CH2:24][CH3:25])=[N:3][C:2]([NH2:1])=[N:7][C:6]=1[CH3:8]. Procedure details: The product from step (iv) (3.8 g) was dissolved in DCM (100 mL) and TFA (35 mL) and the reaction mixture stirred at rt for 16 h. The solvent was evaporated and the residue taken up in MeOH. The product was purified via SCX resin to give the subtitle compound 2.3 g. As a reaction SMILES: [C:1]([CH2:3][CH2:4][CH2:5][CH2:6][N:7]1[CH:11]=[N:10][C:9]([NH2:12])=[N:8]1)#[N:2].[F:13][C:14]([F:20])([F:19])[CH2:15][N:16]=[C:17]=[S:18]>C(#N)C>[F:13][C:14]([F:20])([F:19])[CH2:15][NH:16][C:17](=[S:18])[NH:12][C:9]1[N:10]=[CH:11][N:7]([CH2:6][CH2:5][CH2:4][CH2:3][C:1]#[N:2])[N:8]=1. Yields the product FC(CNC(NC1=NN(C=N1)CCCCC#N)=S)(F)F (5-(3-[3-(2,2,2-trifluoroethyl)thioureido]-1,2,4-triazol-1-yl)valeronitrile). Starting materials: C(#N)CCCCN1N=C(N=C1)N (1-(4-cyanobutyl)-3-amino-1,2,4-triazole), FC(CN=C=S)(F)F (2,2,2-trifluoroethylisothiocyanate). Yield: 42.3%. The solvent is C(C)#N (acetonitrile). Reported procedure: The crude 1-(4-cyanobutyl)-3-amino-1,2,4-triazole (5.45 g.) in acetonitrile (80 ml.) was treated with 2,2,2-trifluoroethylisothiocyanate (4.4 g.) and the solution heated under reflux for 3.5 hours. Evaporation gave a white sticky solid which was triturated with ether/EtOH to give 5-(3-[3-(2,2,2-trifluoroethyl)thioureido]-1,2,4-triazol-1-yl)valeronitrile (4.04 g.) as a white solid, m.p. 136°-138°. Starting materials: Cn1nc(C(N)=O)c2c1-c1nc(Nc3cc(N4CCN(C(=O)OC(C)(C)C)CC4)ccc3OC(F)(F)F)ncc1CC2, Cl, C1COCCO1. Product: Cl, Cn1nc(C(N)=O)c2c1-c1nc(Nc3cc(N4CCNCC4)ccc3OC(F)(F)F)ncc1CC2. As a reaction SMILES: [C:1]([O:2][C:3](=[O:4])[N:8]1[CH2:9][CH2:10][N:11]([c:14]2[cH:15][cH:16][c:17]([O:38][C:39]([F:40])([F:41])[F:42])[c:18]([NH:20][c:21]3[n:22][c:23]4[c:28]([cH:29][n:30]3)[CH2:27][CH2:26][c:25]3[c:24]-4[n:33]([CH3:34])[n:32][c:31]3[C:35](=[O:36])[NH2:37])[cH:19]2)[CH2:12][CH2:13]1)([CH3:5])([CH3:6])[CH3:7].[ClH:43].[O:44]1[CH2:45][CH2:46][O:47][CH2:48][CH2:49]1>>[ClH:43].[NH:8]1[CH2:9][CH2:10][N:11]([c:14]2[cH:15][cH:16][c:17]([O:38][C:39]([F:40])([F:41])[F:42])[c:18]([NH:20][c:21]3[n:22][c:23]4[c:28]([cH:29][n:30]3)[CH2:27][CH2:26][c:25]3[c:24]-4[n:33]([CH3:34])[n:32][c:31]3[C:35](=[O:36])[NH2:37])[cH:19]2)[CH2:12][CH2:13]1. Reactants: CN1C(C2=C(NC3=C1C=CC=C3)N=CC=C2)=O (5,6-dihydro-6-methyl-11H-pyrido[2,3-b][1,5]benzodiazepin-5-one), [H-].[Na+] (sodium hydride), BrCC(=O)OCC (ethyl bromoacetate). Solvent: CN(C=O)C (dimethylformamide). Run at temperature 50 celsius, time 2 hour. Product: C(C)OC(=O)CN1C2=C(C(N(C3=C1C=CC=C3)C)=O)C=CC=N2 (5,6-dihydro-11-(ethoxy-carbonyl)methyl-6-methyl-11H-pyrido[2,3-b][1,5]benzodiazepin-5-one). The yield is 18.2%. As a reaction SMILES: [CH3:1][N:2]1[C:8]2[CH:9]=[CH:10][CH:11]=[CH:12][C:7]=2[NH:6][C:5]2[N:13]=[CH:14][CH:15]=[CH:16][C:4]=2[C:3]1=[O:17].[H-].[Na+].Br[CH2:21][C:22]([O:24][CH2:25][CH3:26])=[O:23]>CN(C)C=O>[CH2:25]([O:24][C:22]([CH2:21][N:6]1[C:7]2[CH:12]=[CH:11][CH:10]=[CH:9][C:8]=2[N:2]([CH3:1])[C:3](=[O:17])[C:4]2[CH:16]=[CH:15][CH:14]=[N:13][C:5]1=2)=[O:23])[CH3:26] |f:1.2|. Procedure details: To 1.0 g (4.4 mmoles) of 5,6-dihydro-6-methyl-11H-pyrido[2,3-b][1,5]benzodiazepin-5-one in 50 ml of dimethylformamide was added 0.25 g (5 mmol) of 50% sodium hydride in oil. The reaction mixture was then stirred at 50° C. for an additional 2 h and then 0.6 ml (5 mmol) of ethyl bromoacetate was added. The reaction mixture was then stirred at 50° C. for an additional 3 h. It was then cooled to room temperature and the solvent was evaporated. The residue was dissolved in methylene chloride, washed ... The reactants are O(C1=CC=CC=C1)C1=CC=C(OCCN)C=C1 (2-[(p-phenoxy)phenoxy]ethylamine), C(C)SC(=O)Cl (chlorothioformic acid S-ethyl ester), C([O-])([O-])=O.[K+].[K+] (potassium carbonate). The solvent is CC(=O)C (acetone). Yields the product C(C)SC(NCCOC1=CC=C(C=C1)OC1=CC=CC=C1)=O (2-[(p-phenoxy)phenoxy]ethylthiocarbamic acid S-ethyl ester). The yield is 45.1%. Reaction SMILES: [O:1]([C:8]1[CH:17]=[CH:16][C:11]([O:12][CH2:13][CH2:14][NH2:15])=[CH:10][CH:9]=1)[C:2]1[CH:7]=[CH:6][CH:5]=[CH:4][CH:3]=1.[CH2:18]([S:20][C:21](Cl)=[O:22])[CH3:19].C(=O)([O-])[O-].[K+].[K+]>CC(C)=O>[CH2:18]([S:20][C:21](=[O:22])[NH:15][CH2:14][CH2:13][O:12][C:11]1[CH:16]=[CH:17][C:8]([O:1][C:2]2[CH:3]=[CH:4][CH:5]=[CH:6][CH:7]=2)=[CH:9][CH:10]=1)[CH3:19] |f:2.3.4|. Reported procedure: 4 g of 2-[(p-phenoxy)phenoxy]ethylamine and 11.2 g of chlorothioformic acid S-ethyl ester are dissolved in 150 ml of acetone. 14.5 g of potassium carbonate are added to the solution. This mixture is heated under reflux for 6 hours and then filtered. The residue is washed with acetone and the filtrate is evaporated in vacuo. The crystalline residue is suspended in cyclohexane and filtered to yield 2.5 g (53%) of 2-[(p-phenoxy)phenoxy]ethylthiocarbamic acid S-ethyl ester, m.p.--56°-58° C. Starting materials: BrC1=CC=C(C=C1)CCCC (1-bromo-4-butylbenzene), IC1=CC=C(C=C1)CCC(=O)OCC (4-iodobenzenepropanoic acid, ethyl ester), C(C)(C)(C)[Li] (t-butyllithium), fused zinc chloride. The reagents and catalysts are C=1C=CC(=CC1)[P](C=2C=CC=CC2)(C=3C=CC=CC3)[Pd]([P](C=4C=CC=CC4)(C=5C=CC=CC5)C=6C=CC=CC6)([P](C=7C=CC=CC7)(C=8C=CC=CC8)C=9C=CC=CC9)[P](C=1C=CC=CC1)(C=1C=CC=CC1)C=1C=CC=CC1 (tetrakis(triphenylphosphine)palladium). Solvent: C1CCOC1 (THF), CCOCC (ether), C1CCOC1 (THF). Conditions: temperature 0 celsius, time 1 hour. Yields the product C(CCC)C1=CC=C(C=C1)C1=CC=C(C=C1)CCC(=O)OCC (4'-Butyl[1,1'-biphenyl]-4-propanoic acid, ethyl ester). Isolated yield 91.0%. RXN SMILES: Br[C:2]1[CH:7]=[CH:6][C:5]([CH2:8][CH2:9][CH2:10][CH3:11])=[CH:4][CH:3]=1.C([Li])(C)(C)C.I[C:18]1[CH:23]=[CH:22][C:21]([CH2:24][CH2:25][C:26]([O:28][CH2:29][CH3:30])=[O:27])=[CH:20][CH:19]=1>C1COCC1.CCOCC.C1C=CC([P]([Pd]([P](C2C=CC=CC=2)(C2C=CC=CC=2)C2C=CC=CC=2)([P](C2C=CC=CC=2)(C2C=CC=CC=2)C2C=CC=CC=2)[P](C2C=CC=CC=2)(C2C=CC=CC=2)C2C=CC=CC=2)(C2C=CC=CC=2)C2C=CC=CC=2)=CC=1>[CH2:8]([C:5]1[CH:6]=[CH:7][C:2]([C:18]2[CH:23]=[CH:22][C:21]([CH2:24][CH2:25][C:26]([O:28][CH2:29][CH3:30])=[O:27])=[CH:20][CH:19]=2)=[CH:3][CH:4]=1)[CH2:9][CH2:10][CH3:11] |^1:44,46,65,84|. Procedure: To a stirred solution of 3.20 g (15.0 mmol) of 1-bromo-4-butylbenzene (Aldrich Chemical Company #33,576-2) at -78° C. under argon was added, dropwise over 30 min, 18.0 mL (30.6 mmol, 1.7M in pentane) of t-butyllithium solution. The resulting light yellow solution was warmed to 0° C. and stirred for 1 h. To this solution was added 3.4 g (25 mmol) of thrice-fused zinc chloride in 20 mL of THF. The resulting slurry was stirred for 30 min and then a solution of 2.0 g (6.5 mmol) of 4-iodobenzenepropa...